The task is: describe an organic reaction: reactants, conditions, products, and yield. This data is from the Open Reaction Database (ORD), a public repository of structured organic reaction records. Starting materials: O (water), BrCC1(OC2=C(C1)C(=C(C(=C2C)C)N)C)C (2-bromomethyl-2,3-dihydro-2,4,6,7-tetramethyl-5-benzofuranamine), N1CCC(=CC1)C1=CNC2=CC=CC=C12 (3-(1,2,3,6-tetrahydro-4-pyridyl)-1H-indole), C([O-])(O)=O.[K+] (potassium bicarbonate). Solvent: CN(C(C)=O)C (N,N-dimethylactamide). The product is CC1(OC2=C(C1)C(=C(C(=C2C)C)N)C)CN2CCC(=CC2)C2=CNC1=CC=CC=C21 (2,3-Dihydro-2,4,6,7-tetramethyl-2-[[1,2,3,6-tetrahydro-4-(3-indolyl)-1-pyridyl]methyl]-5-benzofuranamine). Yield: 82.4%. As a reaction SMILES: Br[CH2:2][C:3]1([CH3:16])[CH2:7][C:6]2[C:8]([CH3:15])=[C:9]([NH2:14])[C:10]([CH3:13])=[C:11]([CH3:12])[C:5]=2[O:4]1.[NH:17]1[CH2:22][CH:21]=[C:20]([C:23]2[C:31]3[C:26](=[CH:27][CH:28]=[CH:29][CH:30]=3)[NH:25][CH:24]=2)[CH2:19][CH2:18]1.C(=O)(O)[O-].[K+].O>CN(C)C(=O)C>[CH3:16][C:3]1([CH2:2][N:17]2[CH2:18][CH:19]=[C:20]([C:23]3[C:31]4[C:26](=[CH:27][CH:28]=[CH:29][CH:30]=4)[NH:25][CH:24]=3)[CH2:21][CH2:22]2)[CH2:7][C:6]2[C:8]([CH3:15])=[C:9]([NH2:14])[C:10]([CH3:13])=[C:11]([CH3:12])[C:5]=2[O:4]1 |f:2.3|. Reported procedure: A suspension of 2-bromomethyl-2,3-dihydro-2,4,6,7-tetramethyl-5-benzofuranamine (0.85 g), 3-(1,2,3,6-tetrahydro-4-pyridyl)-1H-indole (1.1 g) and potassium bicarbonate (0.83 g) in N,N-dimethylactamide (6 mL) was refluxed for 7.5 hours under nitrogen atmosphere. To the mixture water was added and the product was extracted twice with ethyl acetate. The combined extract was washed with water followed by saturated aqueous sodium chloride solution, dried over anhydrous magnesium sulfate, filtered and ... Reactants: N1=CN=C(C=C1)C(C(C(=O)OCC)C)=O (ethyl 3-(4-pyrimidinyl)-2-methyl-3-oxopropionate), Cl.Cl.N1C(=NCCC1)N (1,4,5,6-tetrahydro-2-pyrimidinamine dihydrochloride). Yields the product CC1=C(N=C2N(C1=O)CCCN2)C2=NC=NC=C2 (3-Methyl-2-(pyrimidin-4-yl)-6,7,8,9-tetrahydro-4H-pyrimido[1,2-a]pyrimidin-4-one). Reaction SMILES: [N:1]1[CH:6]=[CH:5][C:4]([C:7](=O)[CH:8]([CH3:14])[C:9]([O:11]CC)=O)=[N:3][CH:2]=1.Cl.Cl.[NH:18]1[CH2:23][CH2:22][CH2:21][N:20]=[C:19]1[NH2:24]>>[CH3:14][C:8]1[C:9](=[O:11])[N:18]2[CH2:23][CH2:22][CH2:21][NH:20][C:19]2=[N:24][C:7]=1[C:4]1[CH:5]=[CH:6][N:1]=[CH:2][N:3]=1 |f:1.2.3|. Procedure: A mixture of 10.72 g (51.48 mmol) of ethyl 3-(4-pyrimidinyl)-2-methyl-3-oxopropionate, (prepared by analogy to the method described in patent DE 2705641 and U.S. Pat. No. 4,110,450) 6.98 g (51.48 mmol) of 1,4,5,6-tetrahydro-2-pyrimidinamine dihydrochloride The reactants are ClC1=NC=CC=C1S(=O)(=O)NC(NCCCC)=O (2-chloro-N-(butylcarbamoyl)-3-pyridinesulfonamide), C(=O)(Cl)Cl (phosgene). Run in C=1(C(=CC=CC1)C)C (xylene). The product is ClC1=NC=CC=C1S(=O)(=O)N=C=O (2-chloro-3-pyridinesulfonylisocyanate). RXN SMILES: [Cl:1][C:2]1[C:7]([S:8]([NH:11][C:12](=[O:18])NCCCC)(=[O:10])=[O:9])=[CH:6][CH:5]=[CH:4][N:3]=1.C(Cl)(Cl)=O>C1(C)C(C)=CC=CC=1>[Cl:1][C:2]1[C:7]([S:8]([N:11]=[C:12]=[O:18])(=[O:9])=[O:10])=[CH:6][CH:5]=[CH:4][N:3]=1. Reported procedure: To 125 ml of dry xylene was added with stirring 20.7 g of 2-chloro-N-(butylcarbamoyl)-3-pyridinesulfonamide. This solution was heated to reflux, and phosgene added until no further uptake of this gas was observed. It was then cooled, filtered and the solvent removed in vacuo to yield 2-chloro-3-pyridinesulfonylisocyanate as an oil Bp 108°-110° (0.7 mm Hg) and showing a sharp absorption peak in the infrared region at 2220 cm-1.